This data is from the Open Reaction Database (ORD), a public repository of structured organic reaction records. The task is: describe an organic reaction: reactants, conditions, products, and yield Starting materials: Fc1ccc(Br)cc1, CS(C)=O, CN(C)C1CCc2ccccc2C(O)C1, [H-], [Na+]. The product is CN(C)C1CCc2ccccc2C(Oc2ccc(Br)cc2)C1. As a reaction SMILES: [Br:18][c:19]1[cH:20][cH:21][c:22]([F:25])[cH:23][cH:24]1.[CH3:26][S:27]([CH3:28])=[O:29].[CH3:3][N:4]([CH:5]1[CH2:6][CH:7]([OH:16])[c:8]2[c:9]([cH:12][cH:13][cH:14][cH:15]2)[CH2:10][CH2:11]1)[CH3:17].[H-:1].[Na+:2]>>[CH3:3][N:4]([CH:5]1[CH2:6][CH:7]([O:16][c:22]2[cH:21][cH:20][c:19]([Br:18])[cH:24][cH:23]2)[c:8]2[c:9]([cH:12][cH:13][cH:14][cH:15]2)[CH2:10][CH2:11]1)[CH3:17]. The reactants are C(C)(=O)OC=1C=C2C(=NC=NC2=CC1)Cl (6-acetoxy-4-chloroquinazoline), N1=C(C=CC=C1)COC1=CC(=C(C=C1)N)F (4-amino-3-fluorophenyl 2-pyridylmethyl ether). The product is C(C)(=O)OC=1C=C2C(=NC=NC2=CC1)NC1=C(C=C(C=C1)OCC1=NC=CC=C1)F (6-acetoxy-4-[2-fluoro-4-(2-pyridylmethoxy)anilino]quinazoline). Isolated yield 94.0%. As a reaction SMILES: [C:1]([O:4][C:5]1[CH:6]=[C:7]2[C:12](=[CH:13][CH:14]=1)[N:11]=[CH:10][N:9]=[C:8]2Cl)(=[O:3])[CH3:2].[N:16]1[CH:21]=[CH:20][CH:19]=[CH:18][C:17]=1[CH2:22][O:23][C:24]1[CH:29]=[CH:28][C:27]([NH2:30])=[C:26]([F:31])[CH:25]=1>>[C:1]([O:4][C:5]1[CH:6]=[C:7]2[C:12](=[CH:13][CH:14]=1)[N:11]=[CH:10][N:9]=[C:8]2[NH:30][C:27]1[CH:28]=[CH:29][C:24]([O:23][CH2:22][C:17]2[CH:18]=[CH:19][CH:20]=[CH:21][N:16]=2)=[CH:25][C:26]=1[F:31])(=[O:3])[CH3:2]. Procedure details: Using an analogous procedure to that described in Example 1, 6-acetoxy-4-chloroquinazoline was reacted with 4-amino-3-fluorophenyl 2-pyridylmethyl ether to give 6-acetoxy-4-[2-fluoro-4-(2-pyridylmethoxy)anilino]quinazoline in 94% yield. Starting materials: C(#N)C1=NC=CC(=C1)[C@H](CC)NC(=O)C=1C2=C(C=NC1)N(N=C2)C2=CC=C(C=C2)F (1-(4-fluorophenyl)-1H-pyrazolo[3,4-c]pyridine-4-carboxylic acid[(S)-1-(2-cyano-pyridin-4-yl)-propyl]-amide), [N-]=[N+]=[N-].[Na+] (sodium azide), CN(C)C=O (DMF). Solvent: C(C)#N (acetonitrile), O (water). Conditions: temperature 120 celsius, time 16 hour. Yields the product N1N=NN=C1C1=NC=CC(=C1)[C@H](CC)NC(=O)C=1C2=C(C=NC1)N(N=C2)C2=CC=C(C=C2)F (1-(4-Fluorophenyl)-1H-pyrazolo[3,4-c]pyridine-4-carboxylic acid{(S)-1-[2-(1H-tetrazol-5-yl)-pyridin-4-yl]-propyl}-amide). As a reaction SMILES: [C:1]([C:3]1[CH:8]=[C:7]([C@@H:9]([NH:12][C:13]([C:15]2[C:16]3[CH:23]=[N:22][N:21]([C:24]4[CH:29]=[CH:28][C:27]([F:30])=[CH:26][CH:25]=4)[C:17]=3[CH:18]=[N:19][CH:20]=2)=[O:14])[CH2:10][CH3:11])[CH:6]=[CH:5][N:4]=1)#[N:2].[N-:31]=[N+:32]=[N-:33].[Na+].CN(C=O)C>C(#N)C.O>[NH:31]1[C:1]([C:3]2[CH:8]=[C:7]([C@@H:9]([NH:12][C:13]([C:15]3[C:16]4[CH:23]=[N:22][N:21]([C:24]5[CH:25]=[CH:26][C:27]([F:30])=[CH:28][CH:29]=5)[C:17]=4[CH:18]=[N:19][CH:20]=3)=[O:14])[CH2:10][CH3:11])[CH:6]=[CH:5][N:4]=2)=[N:2][N:33]=[N:32]1 |f:1.2|. Reported procedure: A sealed tube was charged with 1-(4-fluorophenyl)-1H-pyrazolo[3,4-c]pyridine-4-carboxylic acid[(S)-1-(2-cyano-pyridin-4-yl)-propyl]-amide (75 mg, 0.19 mmol), sodium azide (37 mg, 0.58 mmol) and DMF (1 mL) and warmed at 120° C. After 16 hours, the reaction was diluted with a 4:1 mixture of acetonitrile in water, filtered and purified by reverse-phase chromatography. The desired fractions from the column were concentrated and dissolved in dichloromethane. The organic phase was washed with water, d... Starting materials: O=C([O-])[O-], BrCCc1ccccc1, CC(C)=O, [K+], [K+], CC(=O)c1ccc(O)cc1. Yields the product CC(=O)c1ccc(OCCc2ccccc2)cc1. Reaction SMILES: [C:20](=[O:21])([O-:22])[O-:23].[CH2:1]([CH2:2][c:3]1[cH:4][cH:5][cH:6][cH:7][cH:8]1)[Br:9].[CH3:26][C:27](=[O:28])[CH3:29].[K+:24].[K+:25].[OH:10][c:11]1[cH:12][cH:13][c:14]([C:17]([CH3:18])=[O:19])[cH:15][cH:16]1>>[CH2:1]([CH2:2][c:3]1[cH:4][cH:5][cH:6][cH:7][cH:8]1)[O:10][c:11]1[cH:12][cH:13][c:14]([C:17]([CH3:18])=[O:19])[cH:15][cH:16]1. Starting materials: Cl.C(C)(C)ON (O-isopropylhydroxylamine hydrochloride), ClC1=C(C=NC2=CC=CC=C12)NC(C)=O (N-(4-chloroquinolin-3-yl)acetamide). The solvent is C(C)O (ethanol). Yields the product C(C)(C)ON1C(=NC=2C=NC=3C=CC=CC3C21)C (1-isopropoxy-2-methyl-1H-imidazo[4,5-c]quinoline). Yield: 94.7%. As a reaction SMILES: Cl.[CH:2]([O:5][NH2:6])([CH3:4])[CH3:3].Cl[C:8]1[C:17]2[C:12](=[CH:13][CH:14]=[CH:15][CH:16]=2)[N:11]=[CH:10][C:9]=1[NH:18][C:19](=O)[CH3:20]>C(O)C>[CH:2]([O:5][N:6]1[C:8]2[C:17]3[CH:16]=[CH:15][CH:14]=[CH:13][C:12]=3[N:11]=[CH:10][C:9]=2[N:18]=[C:19]1[CH3:20])([CH3:4])[CH3:3] |f:0.1|. Reported procedure: O-isopropylhydroxylamine hydrochloride (2.14 g, 1.7 eq) was added to a solution of N-(4-chloroquinolin-3-yl)acetamide (2.51 g, 1.0 eq) in ethanol (75 mL). The reaction mixture was heated at reflux for 2 hours and then concentrated under reduced pressure. The residue was partitioned between dichloromethane and aqueous saturated sodium bicarbonate. The organic layer was separated and concentrated under reduced pressure to provide 2.60 g of 1-isopropoxy-2-methyl-1H-imidazo[4,5-c]quinoline.